This data is from the Open Reaction Database (ORD), a public repository of structured organic reaction records. The task is: describe an organic reaction: reactants, conditions, products, and yield Procedure: Prepared by proceeding in a similar manner to Intermediate 18, starting from methyl cis-(3aRS,9bRS)-5-acetyl-7-amino-1,2,3a,4,5,9b-hexahydrofuro[2,3-c]quinoline-6-carboxylate (Intermediate 29) and 2-bromo-4-fluorobenzenesulfonyl chloride. As a reaction SMILES: [Br:1][C:2]1[CH:7]=[C:6]([F:8])[CH:5]=[CH:4][C:3]=1[S:9]([NH:12][C:13]1[C:22]([C:23]([O:25][CH3:26])=[O:24])=[C:21]2[C:16]([C@H:17]3[CH2:29][CH2:28][O:27][C@H:18]3CO2)=[CH:15][CH:14]=1)(=[O:11])=[O:10].[C:30]([N:33]1C2C(=CC=C(N)C=2C(OC)=O)[C@H]2CCO[C@H]2[CH2:34]1)(=[O:32])[CH3:31].BrC1C=C(F)C=CC=1S(Cl)(=O)=O>>[C:30]([N:33]1[C:21]2[C:16](=[CH:15][CH:14]=[C:13]([NH:12][S:9]([C:3]3[CH:4]=[CH:5][C:6]([F:8])=[CH:7][C:2]=3[Br:1])(=[O:10])=[O:11])[C:22]=2[C:23]([O:25][CH3:26])=[O:24])[C@H:17]2[CH2:29][CH2:28][O:27][C@H:18]2[CH2:34]1)(=[O:32])[CH3:31]. Yields the product C(C)(=O)N1C[C@H]2[C@@H](C3=CC=C(C(=C13)C(=O)OC)NS(=O)(=O)C1=C(C=C(C=C1)F)Br)CCO2 (Methyl cis-(3aRS,9bRS)-5-acetyl-7-(2-bromo-4-fluorobenzene-sulfonylamino)-1,2,3a,4,5,9b-hexahydrofuro[2,3-c]quinoline-6-carboxylate). Starting materials: BrC1=C(C=CC(=C1)F)S(=O)(=O)NC1=CC=C2[C@@H]3[C@H](COC2=C1C(=O)OC)OCC3 (methyl cis-(3aRS,9bRS)-7-(2-bromo-4-fluorobenzenesulfonylamino)-1,3a,4,9b-tetrahydro-2H-furo[2,3-c]chromene-6-carboxylate), BrC1=C(C=CC(=C1)F)S(=O)(=O)Cl (2-bromo-4-fluorobenzenesulfonyl chloride), C(C)(=O)N1C[C@H]2[C@@H](C3=CC=C(C(=C13)C(=O)OC)N)CCO2 (methyl cis-(3aRS,9bRS)-5-acetyl-7-amino-1,2,3a,4,5,9b-hexahydrofuro[2,3-c]quinoline-6-carboxylate), C(C)(=O)N1C[C@H]2[C@@H](C3=CC=C(C(=C13)C(=O)OC)N)CCO2 (methyl cis-(3aRS,9bRS)-5-acetyl-7-amino-1,2,3a,4,5,9b-hexahydrofuro[2,3-c]quinoline-6-carboxylate). Starting materials: [Al+3], C1CCOC1, CCC(CC)Nc1cc(C)nc(Oc2c(C)cc(C)cc2C)c1CCl, [H-], [H-], [H-], [H-], [Li+]. Yields the product CCC(CC)Nc1cc(C)nc(Oc2c(C)cc(C)cc2C)c1C. Reaction SMILES: [Al+3:27].[CH2:32]1[O:33][CH2:34][CH2:35][CH2:36]1.[Cl:1][CH2:2][c:3]1[c:4]([O:16][c:17]2[c:18]([CH3:25])[cH:19][c:20]([CH3:24])[cH:21][c:22]2[CH3:23])[n:5][c:6]([CH3:15])[cH:7][c:8]1[NH:9][CH:10]([CH2:11][CH3:12])[CH2:13][CH3:14].[H-:26].[H-:29].[H-:30].[H-:31].[Li+:28]>>[CH3:2][c:3]1[c:4]([O:16][c:17]2[c:18]([CH3:25])[cH:19][c:20]([CH3:24])[cH:21][c:22]2[CH3:23])[n:5][c:6]([CH3:15])[cH:7][c:8]1[NH:9][CH:10]([CH2:11][CH3:12])[CH2:13][CH3:14].